Dataset: the Open Reaction Database (ORD), a public repository of structured organic reaction records. Task: describe an organic reaction: reactants, conditions, products, and yield Starting materials: C(C)OC(=O)C=1C(=C2C(=CN1)N(C(=C2Br)Br)CC2=C(C=CC=C2)OC)O (2,3-dibromo-1-(2-methoxy-benzyl)-4-hydroxy-1H-pyrrolo[2,3-c]pyridine-5-carboxylic acid ethyl ester), C1CC(=O)N(C1=O)Br (NBS), C(=O)(C1=CC=CC=C1)OOC(=O)C1=CC=CC=C1 (BzOOBz). Solvent: C(Cl)(Cl)(Cl)Cl (carbontetrachloride). Yields the product C(C)OC(=O)C=1C(=C2C(=C(N1)Br)N(C(=C2Br)Br)CC2=C(C=CC=C2)OC)O (2,3,7-Tribromo-1-(2-methoxy-benzyl)-4-hydroxy-1H-pyrrolo[2,3-c]pyridine-5-carboxylic acid ethyl ester). Reaction SMILES: [CH2:1]([O:3][C:4]([C:6]1[C:7]([OH:26])=[C:8]2[C:14]([Br:15])=[C:13]([Br:16])[N:12]([CH2:17][C:18]3[CH:23]=[CH:22][CH:21]=[CH:20][C:19]=3[O:24][CH3:25])[C:9]2=[CH:10][N:11]=1)=[O:5])[CH3:2].C1C(=O)N([Br:34])C(=O)C1.C(OOC(C1C=CC=CC=1)=O)(C1C=CC=CC=1)=O>C(Cl)(Cl)(Cl)Cl>[CH2:1]([O:3][C:4]([C:6]1[C:7]([OH:26])=[C:8]2[C:14]([Br:15])=[C:13]([Br:16])[N:12]([CH2:17][C:18]3[CH:23]=[CH:22][CH:21]=[CH:20][C:19]=3[O:24][CH3:25])[C:9]2=[C:10]([Br:34])[N:11]=1)=[O:5])[CH3:2]. Procedure details: Prepared in analogy to that of Example 103(a) from 2,3-dibromo-1-(2-methoxy-benzyl)-4-hydroxy-1H-pyrrolo[2,3-c]pyridine-5-carboxylic acid ethyl ester, NBS and BzOOBz in carbontetrachloride. The title compound, ESI MS (m/z): 561 (M+H)+.